Dataset: the Open Reaction Database (ORD), a public repository of structured organic reaction records. Task: describe an organic reaction: reactants, conditions, products, and yield Reactants: ClC1=C(C(=CC(=C1)N1N=CC(NC1=O)=O)Cl)C(C)(C)C=1SC(=C(N1)C1=CC=CC=C1)CC(=O)O (2-[1-[2,6-dichloro-4-(4,5-dihydro-3,5-dioxo-1,2,4-triazin-2(3H)yl)phenyl]-1-methylethyl]-4-phenyl-5-thiazoleacetic acid), C(=O)(O)[O-].[Na+] (NaHCO3), [Na+].[Cl-] (NaCl), O (H2O), BrC1C(OCC1)=O (3-bromodihydro-2(3H)-furanone). Run in CN(C)C=O (DMF), CN(C)C=O (DMF). Reaction conditions: temperature 70 celsius, time 5 hour. Product: ClC1=C(C(=CC(=C1)[N+](=O)[O-])Cl)C(C#N)C ((±)-2,6-dichloro-α-methyl-4-nitrobenzeneacetonitrile). Reaction SMILES: BrC1CC[O:4]C1=O.[Cl:8][C:9]1[CH:14]=[C:13]([N:15]2C(=O)NC(=O)C=N2)[CH:12]=[C:11](Cl)[C:10]=1[C:24]([C:27]1SC(CC(O)=O)=C(C2C=CC=CC=2)[N:31]=1)(C)[CH3:25].C([O-])(O)=O.[Na+].[Na+].[Cl-:48].[OH2:49]>CN(C=O)C>[Cl:48][C:11]1[CH:12]=[C:13]([N+:15]([O-:4])=[O:49])[CH:14]=[C:9]([Cl:8])[C:10]=1[CH:24]([CH3:25])[C:27]#[N:31] |f:2.3,4.5|. Procedure details: A mixture of 3-bromodihydro-2(3H)-furanone (0.0081 mole) in DMF (16 ml) was added dropwise at room temperature to a mixture of intermediate (10)(0.00773 mole) and NaHCO3 (0.0081 mole) in DMF (30 ml). The mixture was stirred at 70° C. for 5 hours and brought to room temperature. H2O and a saturated NaCl solution were added. The mixture was extracted with EtOAc. The organic layer was separated, dried (MgSO4), filtered and the solvent was evaporated. The residue (5 g) was purified by column chromat... Reactants: BrC1=CC(=CC2=C1NC(=N2)N2[C@@H](CN(CC2)C2=NC=CC=C2Cl)C)C(F)(F)F (7-Bromo-2-[(2R)-4-(3-chloropyridin-2-yl)-2-methylpiperazin-1-yl]-5-(trifluoromethyl)-1H-benzoimidazole), FC=1C=C(C=CC1OC)B(O)O (3-fluoro-4-methoxyphenylboronic acid). The product is ClC=1C(=NC=CC1)N1C[C@H](N(CC1)C1=NC2=C(N1)C(=CC(=C2)C(F)(F)F)C2=CC(=C(C=C2)OC)F)C (2-[(2R)-4-(3-chloropyridin-2-yl)-2-methylpiperazin-1-yl]-7-(3-fluoro-4-methoxyphenyl)-5-(trifluoromethyl)-1H-benzoimidazole). Reaction SMILES: Br[C:2]1[C:7]2[NH:8][C:9]([N:11]3[CH2:16][CH2:15][N:14]([C:17]4[C:22]([Cl:23])=[CH:21][CH:20]=[CH:19][N:18]=4)[CH2:13][C@H:12]3[CH3:24])=[N:10][C:6]=2[CH:5]=[C:4]([C:25]([F:28])([F:27])[F:26])[CH:3]=1.[F:29][C:30]1[CH:31]=[C:32](B(O)O)[CH:33]=[CH:34][C:35]=1[O:36][CH3:37]>>[Cl:23][C:22]1[C:17]([N:14]2[CH2:15][CH2:16][N:11]([C:9]3[NH:8][C:7]4[C:2]([C:32]5[CH:33]=[CH:34][C:35]([O:36][CH3:37])=[C:30]([F:29])[CH:31]=5)=[CH:3][C:4]([C:25]([F:26])([F:27])[F:28])=[CH:5][C:6]=4[N:10]=3)[C@H:12]([CH3:24])[CH2:13]2)=[N:18][CH:19]=[CH:20][CH:21]=1. Procedure details: 7-Bromo-2-[(2R)-4-(3-chloropyridin-2-yl)-2-methylpiperazin-1-yl]-5-(trifluoromethyl)-1H-benzoimidazole (95 mg, 0.2 mmol, Example 77) and 3-fluoro-4-methoxyphenylboronic acid (43 mg, 0.25 mmol, Aldrich) reacted under the conditions of Example 51a to give the title compound as a white amorphous solid. MS (ESI, pos. ion) m/z: 520 (M+1). Reaction SMILES: [CH3:29][N:30]([CH3:31])[CH:32]=[O:33].[K:26][C:27]#[N:28].[O:1]=[C:2]1[CH2:3][CH2:4][N:5]([c:8]2[c:9]([F:25])[cH:10][c:11]([N:14]3[C:15](=[O:24])[O:16][CH:17]([CH2:19][NH:20][C:21]([CH3:22])=[O:23])[CH2:18]3)[cH:12][cH:13]2)[CH2:6][CH2:7]1>>[OH:1][C:2]1([C:27]#[N:28])[CH2:3][CH2:4][N:5]([c:8]2[c:9]([F:25])[cH:10][c:11]([N:14]3[C:15](=[O:24])[O:16][CH:17]([CH2:19][NH:20][C:21]([CH3:22])=[O:23])[CH2:18]3)[cH:12][cH:13]2)[CH2:6][CH2:7]1. The product is CC(=O)NCC1CN(c2ccc(N3CCC(O)(C#N)CC3)c(F)c2)C(=O)O1. Reactants: CN(C)C=O, N#C[K], CC(=O)NCC1CN(c2ccc(N3CCC(=O)CC3)c(F)c2)C(=O)O1. Reaction SMILES: [NH2:1][C:2]1[CH:7]=[CH:6][C:5]([S:8]([NH:11][C:12]2[CH:13]=[CH:14][C:15]3[CH2:19][O:18][B:17]([OH:20])[C:16]=3[CH:21]=2)(=[O:10])=[O:9])=[C:4]([CH2:22][NH2:23])[CH:3]=1.Cl[C:25]([O:27][CH:28]([CH3:30])[CH3:29])=[O:26]>C1COCC1>[NH2:1][C:2]1[CH:7]=[CH:6][C:5]([S:8](=[O:9])(=[O:10])[NH:11][C:12]2[CH:13]=[CH:14][C:15]3[CH2:19][O:18][B:17]([OH:20])[C:16]=3[CH:21]=2)=[C:4]([CH:3]=1)[CH2:22][NH:23][C:25](=[O:26])[O:27][CH:28]([CH3:30])[CH3:29]. Product: NC=1C=CC(=C(CNC(OC(C)C)=O)C1)S(NC=1C=CC2=C(B(OC2)O)C1)(=O)=O (Isopropyl 5-amino-2-(N-(1-hydroxy-1,3-dihydrobenzo[c][1,2]oxaborol-6-yl)sulfamoyl)benzylcarbamate). Starting materials: NC1=CC(=C(C=C1)S(=O)(=O)NC=1C=CC2=C(B(OC2)O)C1)CN (4-amino-2-(aminomethyl)-N-(1-hydroxy-1,3-dihydrobenzo[c][1,2]oxaborol-6-yl)benzenesulfonamide), TEA, ClC(=O)OC(C)C (iso-propyl chloroformate). Run in C1CCOC1 (THF), C1CCOC1 (THF). Procedure: To a solution of 4-amino-2-(aminomethyl)-N-(1-hydroxy-1,3-dihydrobenzo[c][1,2]oxaborol-6-yl)benzenesulfonamide (500 mg, 0.89 mmol) and TEA (360 mg, 3.6 mmol) in THF (200 mL) at −20° C. was slowly added iso-propyl chloroformate (97.5 mg, 0.89 mmol) in THF (10 mL). Then the mixture was stirred at room temperature for 2 hrs. The mixture was concentrated in vacuo and the residue was purified by prep-HPLC (column: Gemini 300×50.0 mm, 10 u; liquid phase: [A-H2O+0.04% NH3OH; B-MeCN] B %: 10%-35%, 25 mi... Yield: 61.6%. Run at time 2 hour. The reactants are C[C@@H]1N(CCC1)C1C[C@H](CC1)C1=CC=C(C=C1)N (4-[(S)-3-((S)-2-methyl-pyrrolidin-1-yl)-cyclopentyl]-phenylamine), C[C@@H]1N(CCC1)C1C[C@H](CC1)C1=CC=C(C=C1)N (4-[(S)-3-((S)-2-methyl-pyrrolidin-1-yl)-cyclopentyl]-phenylamine), FC=1C=C(C=CC1F)S(=O)(=O)Cl (3,4-difluorobenzene sulfonyl chloride). Yields the product FC=1C=C(C=CC1F)S(=O)(=O)NC1=CC=C(C=C1)[C@@H]1CC(CC1)N1[C@H](CCC1)C (3,4-Difluoro-N-{4-[(S)-3-((S)-2-methyl-pyrrolidin-1-yl)-cyclopentyl]-phenyl}-benzenesulfonamide). RXN SMILES: [CH3:1][C@H:2]1[CH2:6][CH2:5][CH2:4][N:3]1[CH:7]1[CH2:11][CH2:10][C@H:9]([C:12]2[CH:17]=[CH:16][C:15]([NH2:18])=[CH:14][CH:13]=2)[CH2:8]1.[F:19][C:20]1[CH:21]=[C:22]([S:27](Cl)(=[O:29])=[O:28])[CH:23]=[CH:24][C:25]=1[F:26]>>[F:19][C:20]1[CH:21]=[C:22]([S:27]([NH:18][C:15]2[CH:16]=[CH:17][C:12]([C@H:9]3[CH2:10][CH2:11][CH:7]([N:3]4[CH2:4][CH2:5][CH2:6][C@@H:2]4[CH3:1])[CH2:8]3)=[CH:13][CH:14]=2)(=[O:28])=[O:29])[CH:23]=[CH:24][C:25]=1[F:26]. Reported procedure: The title compound was synthesized essentially in the same manner as Example 28 by employing 4-[(S)-3-((S)-2-methyl-pyrrolidin-1-yl)-cyclopentyl]-phenylamine (Intermediate 14) and 3,4-difluorobenzene sulfonyl chloride.